Task: describe an organic reaction: reactants, conditions, products, and yield. Dataset: the Open Reaction Database (ORD), a public repository of structured organic reaction records Starting materials: COC1=C(C=CC(=C1)OC)B(O)O (2,4-Dimethoxybenzene boronic acid), BrC1=CC=C(C=C1)C=1OC(=C(N1)CCN1CCCC1)C (2-(4-Bromo-phenyl)-5-methyl-4-(2-pyrrolidin-1-yl-ethyl)-oxazole). Yields the product COC1=C(C=CC(=C1)OC)C1=CC=C(C=C1)C=1OC(=C(N1)CCN1CCCC1)C (2-(2′,4′-Dimethoxy-biphenyl-4-yl)-5-methyl-4-(2-pyrrolidin-1-yl-ethyl)-oxazole). RXN SMILES: [CH3:1][O:2][C:3]1[CH:8]=[C:7]([O:9][CH3:10])[CH:6]=[CH:5][C:4]=1B(O)O.Br[C:15]1[CH:20]=[CH:19][C:18]([C:21]2[O:22][C:23]([CH3:33])=[C:24]([CH2:26][CH2:27][N:28]3[CH2:32][CH2:31][CH2:30][CH2:29]3)[N:25]=2)=[CH:17][CH:16]=1>>[CH3:1][O:2][C:3]1[CH:8]=[C:7]([O:9][CH3:10])[CH:6]=[CH:5][C:4]=1[C:15]1[CH:20]=[CH:19][C:18]([C:21]2[O:22][C:23]([CH3:33])=[C:24]([CH2:26][CH2:27][N:28]3[CH2:29][CH2:30][CH2:31][CH2:32]3)[N:25]=2)=[CH:17][CH:16]=1. Reported procedure: The title compound is prepared in a manner substantially analogous to Example 35 starting from 2,4-Dimethoxybenzene boronic acid and 2-(4-Bromo-phenyl)-5-methyl-4-(2-pyrrolidin-1-yl-ethyl)-oxazole. MS (m/e): 393.2 (M+1)